From a dataset of the Open Reaction Database (ORD), a public repository of structured organic reaction records. describe an organic reaction: reactants, conditions, products, and yield Starting materials: N1N=CN=C1 (1,2,4-triazole), C(C=C)(=O)O (acrylic acid). The product is N1(N=CN=C1)CCC(=O)O (3-(1,2,4-triazol-1-yl)-propionic acid). RXN SMILES: [NH:1]1[CH:5]=[N:4][CH:3]=[N:2]1.[C:6]([OH:10])(=[O:9])[CH:7]=[CH2:8]>>[N:1]1([CH2:8][CH2:7][C:6]([OH:10])=[O:9])[CH:5]=[N:4][CH:3]=[N:2]1. Procedure details: In a manner analogous to that described in Example (8a), 2.8 g of 1,2,4-triazole are reacted with 2.88 g of acrylic acid to form the title compound. As a reaction SMILES: [C:42](=[O:43])([OH:44])[O-:45].[C:47]([CH:48]=[CH:49][C:50](=[O:51])[O-:52])(=[O:53])[O-:54].[N:1](=[N+:2]=[N-:3])[CH2:4][CH2:5][CH:6]([c:7]1[n:8][o:9][cH:10][cH:11]1)[O:12][c:13]1[c:14]([C:15]#[N:16])[cH:17][c:18]([F:22])[c:19]([CH3:21])[cH:20]1.[Na+:46].[O:56]1[CH2:57][CH2:58][CH2:59][CH2:60]1.[OH2:55].[c:23]1([P:24]([c:25]2[cH:26][cH:27][cH:28][cH:29][cH:30]2)[c:31]2[cH:32][cH:33][cH:34][cH:35][cH:36]2)[cH:37][cH:38][cH:39][cH:40][cH:41]1>>[C:47]([CH:48]=[CH:49][C:50](=[O:51])[OH:52])(=[O:53])[OH:54].[NH2:1][CH2:4][CH2:5][CH:6]([c:7]1[n:8][o:9][cH:10][cH:11]1)[O:12][c:13]1[c:14]([C:15]#[N:16])[cH:17][c:18]([F:22])[c:19]([CH3:21])[cH:20]1. Reactants: O=C([O-])O, O=C([O-])C=CC(=O)[O-], Cc1cc(OC(CCN=[N+]=[N-])c2ccon2)c(C#N)cc1F, [Na+], C1CCOC1, O, c1ccc(P(c2ccccc2)c2ccccc2)cc1. Yields the product O=C(O)C=CC(=O)O, Cc1cc(OC(CCN)c2ccon2)c(C#N)cc1F.